This data is from the Open Reaction Database (ORD), a public repository of structured organic reaction records. The task is: describe an organic reaction: reactants, conditions, products, and yield The reactants are CO, CO, Cl, O=CC(O)C(O)C(O)CO. Yields the product COC1OCC(O)C(O)C1O. As a reaction SMILES: [CH3:12][OH:13].[CH3:14][OH:15].[ClH:11].[O:1]=[CH:2][CH:3]([OH:4])[CH:5]([OH:6])[CH:7]([OH:8])[CH2:9][OH:10]>>[O:1]([CH:2]1[CH:3]([OH:4])[CH:5]([OH:6])[CH:7]([OH:8])[CH2:9][O:10]1)[CH3:12].